Task: describe an organic reaction: reactants, conditions, products, and yield. Dataset: the Open Reaction Database (ORD), a public repository of structured organic reaction records Reactants: Cl, Cl, NO, CC1(c2ccccc2)Cc2cc(OCC(=O)O)c(Cl)c(Cl)c2C1=O, c1ccncc1. Product: CC1(c2ccccc2)Cc2cc(OCC(=O)O)c(Cl)c(Cl)c2C1=NO. RXN SMILES: [ClH:25].[ClH:28].[NH2:26][OH:27].[O:1]=[C:2]1[C:3]([c:18]2[cH:19][cH:20][cH:21][cH:22][cH:23]2)([CH3:24])[CH2:4][c:5]2[cH:6][c:7]([O:13][CH2:14][C:15](=[O:16])[OH:17])[c:8]([Cl:12])[c:9]([Cl:11])[c:10]21.[cH:29]1[cH:30][cH:31][n:32][cH:33][cH:34]1>>[C:2]1(=[N:26][OH:27])[C:3]([c:18]2[cH:19][cH:20][cH:21][cH:22][cH:23]2)([CH3:24])[CH2:4][c:5]2[cH:6][c:7]([O:13][CH2:14][C:15](=[O:16])[OH:17])[c:8]([Cl:12])[c:9]([Cl:11])[c:10]21. Starting materials: CCCCCC1C(=O)OCC1(C)OC(C)=O, CC(=O)O, Cc1ccc(S(=O)(=O)O)cc1. Yields the product CCCCCC1=C(C)COC1=O. RXN SMILES: [C:1]([O:2][C:5]1([CH3:16])[CH:6]([CH2:11][CH2:12][CH2:13][CH2:14][CH3:15])[C:7](=[O:10])[O:8][CH2:9]1)(=[O:3])[CH3:4].[CH3:28][C:29](=[O:30])[OH:31].[c:17]1([CH3:18])[cH:19][cH:20][c:21]([S:22]([OH:23])(=[O:24])=[O:25])[cH:26][cH:27]1>>[C:5]1([CH3:16])=[C:6]([CH2:11][CH2:12][CH2:13][CH2:14][CH3:15])[C:7](=[O:10])[O:8][CH2:9]1. Starting materials: O=C(O)c1ccc2c(c1)Sc1ccc(S)cc1C=C2, O=C(O)c1ccc2c(c1)Sc1ccccc1CC2. Yields the product OCc1ccc2c(c1)Sc1ccc(S)cc1C=C2. As a reaction SMILES: [SH:1][c:2]1[cH:3][cH:4][c:5]2[c:6]([cH:19]1)[CH:7]=[CH:8][c:9]1[c:10]([cH:12][c:13]([C:16](=[O:17])[OH:18])[cH:14][cH:15]1)[S:11]2.[cH:20]1[c:21]2[c:31]([cH:32][c:33]([C:34]([OH:35])=[O:36])[cH:37]1)[S:30][c:29]1[c:24]([cH:25][cH:26][cH:27][cH:28]1)[CH2:23][CH2:22]2>>[SH:1][c:2]1[cH:3][cH:4][c:5]2[c:6]([cH:19]1)[CH:7]=[CH:8][c:9]1[c:10]([cH:12][c:13]([CH2:16][OH:17])[cH:14][cH:15]1)[S:11]2. Starting materials: CC(C)(C)C(=O)Cl, C=CC(C)(C)OO, O. Product: C=CC(C)(C)OOC(=O)C(C)(C)C. RXN SMILES: [C:8]([C:9]([CH3:10])([CH3:11])[CH3:12])(=[O:13])[Cl:14].[CH3:1][C:2]([CH3:3])([CH:4]=[CH2:5])[O:6][OH:7].[OH2:15]>>[CH3:1][C:2]([CH3:3])([CH:4]=[CH2:5])[O:6][O:7][C:8]([C:9]([CH3:10])([CH3:11])[CH3:12])=[O:13]. Reactants: NC=1CCCCCN1 (7-amino-3,4,5,6-tetrahydro-2H-azepine), C(C)C(C(=O)OCC)C(=O)C (ethyl 2-ethyl-acetoacetate). Solvent: C(C)O (ethanol). Product: C(C)C1=C(N=C2N(CCCCC2)C1=O)C (3-ethyl-2-methyl-4-oxo-4,6,7,8,9,10-hexahydropyrimido[1,2-a]azepine). Yield: 61.0%. Reaction SMILES: [NH2:1][C:2]1[CH2:3][CH2:4][CH2:5][CH2:6][CH2:7][N:8]=1.[CH2:9]([CH:11]([C:17]([CH3:19])=O)[C:12](OCC)=[O:13])[CH3:10]>C(O)C>[CH2:17]([C:11]1[C:12](=[O:13])[N:8]2[CH2:7][CH2:6][CH2:5][CH2:4][CH2:3][C:2]2=[N:1][C:9]=1[CH3:10])[CH3:19]. Procedure: 5.6 g. of 7-amino-3,4,5,6-tetrahydro-2H-azepine and 7.5 g. of ethyl 2-ethyl-acetoacetate are boiled in 50 ml. ethanol for 3 hours. The ethanol is then evaporated at reduced pressure. The residual oil is dissolved in 20 ml. of 10% hydrochloric acid and shaken out twice with 10 ml. ethyl acetate. The aqueous layer is neutralized with sodium hydrogen carbonate and shaken out with 3×10 ml. chloroform. The combined chloroform layer is dried over calcinated sodium sulphate and evaporated. The residual... The reactants are C1CSCCN1, Cc1cccc2c(Cl)nc(Cl)cc12, C1COCCO1. Yields the product Cc1cccc2c(N3CCSCC3)nc(Cl)cc12. RXN SMILES: [CH2:14]1[CH2:15][S:16][CH2:17][CH2:18][NH:19]1.[Cl:1][c:2]1[n:3][c:4]([Cl:13])[cH:5][c:6]2[c:7]([CH3:12])[cH:8][cH:9][cH:10][c:11]12.[O:20]1[CH2:21][CH2:22][O:23][CH2:24][CH2:25]1>>[c:2]1([N:19]2[CH2:14][CH2:15][S:16][CH2:17][CH2:18]2)[n:3][c:4]([Cl:13])[cH:5][c:6]2[c:7]([CH3:12])[cH:8][cH:9][cH:10][c:11]12. Starting materials: Br, COC(=O)N1CCC(c2cc(=O)[nH]o2)CC1Cc1ccc(Cl)cc1. The product is O=c1cc(C2CCNC(Cc3ccc(Cl)cc3)C2)o[nH]1. As a reaction SMILES: [BrH:25].[Cl:1][c:2]1[cH:3][cH:4][c:5]([CH2:6][CH:7]2[N:8]([C:19]([O:20][CH3:21])=[O:22])[CH2:9][CH2:10][CH:11]([c:13]3[cH:14][c:15](=[O:18])[nH:16][o:17]3)[CH2:12]2)[cH:23][cH:24]1>>[Cl:1][c:2]1[cH:3][cH:4][c:5]([CH2:6][CH:7]2[NH:8][CH2:9][CH2:10][CH:11]([c:13]3[cH:14][c:15](=[O:18])[nH:16][o:17]3)[CH2:12]2)[cH:23][cH:24]1. Reactants: O.[Li+].C(C1=CC(=O)NC(=O)N1)(=O)[O-] (orotic acid lithium salt monohydrate), Cl (hydrochloric acid). Run in CN(C)C=O (DMF). Run at temperature 70 celsius. The product is OC1=NC(=CC(=N1)C(=O)O)O (2,6-dihydroxy-pyrimidine-4-carboxylic acid). RXN SMILES: O.[Li+].[C:3]([O-:13])(=[O:12])[C:4]1[NH:11][C:9](=[O:10])[NH:8][C:6](=[O:7])[CH:5]=1.Cl>CN(C=O)C>[OH:10][C:9]1[N:11]=[C:4]([C:3]([OH:13])=[O:12])[CH:5]=[C:6]([OH:7])[N:8]=1 |f:0.1.2|. Procedure: 23.00 g (127.74 mmol) orotic acid lithium salt monohydrate in 400 mL DMF were heated to 70° C. and at this temperature hydrochloric acid was added batchwise within 2 h. The reaction mixture was stirred for a further hour at 70° C. and then evaporated down in vacuo. The residue was stirred with water, suction filtered and dried at 50° C. in the CAD.